From a dataset of the Open Reaction Database (ORD), a public repository of structured organic reaction records. describe an organic reaction: reactants, conditions, products, and yield The reactants are P(Br)(Br)Br (Phosphorus tribromide), OCCC1=CNC2=CC=C(C=C12)CNS(=O)(=O)C (N-[[3-(2-hydroxyethyl)-1H-indol-5-yl]methyl]methanesulphonamide). Solvent: C1CCOC1 (THF), O (water). Run at time 3.5 hour. Yields the product BrCCC1=CNC2=CC=C(C=C12)CNS(=O)(=O)C (N-[[3-(2-Bromoethyl)-1H-indol-5-yl]methyl]methanesulphonamide). As a reaction SMILES: P(Br)(Br)[Br:2].O[CH2:6][CH2:7][C:8]1[C:16]2[C:11](=[CH:12][CH:13]=[C:14]([CH2:17][NH:18][S:19]([CH3:22])(=[O:21])=[O:20])[CH:15]=2)[NH:10][CH:9]=1>C1COCC1.O>[Br:2][CH2:6][CH2:7][C:8]1[C:16]2[C:11](=[CH:12][CH:13]=[C:14]([CH2:17][NH:18][S:19]([CH3:22])(=[O:21])=[O:20])[CH:15]=2)[NH:10][CH:9]=1. Reported procedure: Phosphorus tribromide (0.03 ml) was added dropwise to a solution of N-[[3-(2-hydroxyethyl)-1H-indol-5-yl]methyl]methanesulphonamide (0.18 g) in dry THF (20 ml) stirred in an ice bath. There was an immediate reddish colour produced. The solution was stirred for 2 h and then at room temperature for a further 3.5 h, then again chilled in ice, diluted with water (40 ml) and extracted with ether (2×50 ml, 3×25 ml) combined extracts were washed with brine (3×20 ml) and dried (Na2SO4). Removal of the s... The reactants are O=C([O-])CC(O)(CC(=O)[O-])C(=O)[O-], Clc1cc2nc[nH]c2cc1Cl, O=c1ccn(C2OC(CO)C(O)C2F)c(=O)[nH]1. Yields the product OCC1OC(n2cnc3cc(Cl)c(Cl)cc32)C(F)C1O. RXN SMILES: [C:29]([O-:30])(=[O:31])[CH2:32][C:33]([CH2:34][C:35]([O-:36])=[O:37])([C:38]([O-:39])=[O:40])[OH:41].[Cl:18][c:19]1[cH:20][c:21]2[c:22]([n:23][cH:24][nH:25]2)[cH:26][c:27]1[Cl:28].[F:1][CH:2]1[CH:3]([n:10]2[cH:11][cH:12][c:13](=[O:14])[nH:15][c:16]2=[O:17])[O:4][CH:5]([CH2:8][OH:9])[CH:6]1[OH:7]>>[F:1][CH:2]1[CH:3]([n:25]2[c:21]3[cH:20][c:19]([Cl:18])[c:27]([Cl:28])[cH:26][c:22]3[n:23][cH:24]2)[O:4][CH:5]([CH2:8][OH:9])[CH:6]1[OH:7].